From a dataset of the Open Reaction Database (ORD), a public repository of structured organic reaction records. describe an organic reaction: reactants, conditions, products, and yield Reactants: CN1CCN(c2ccc3nc(-c4n[nH]c5c(N)cccc45)[nH]c3c2)CC1, CS(=O)(=O)Cl, CCN(C(C)C)C(C)C, ClCCl. The product is CN1CCN(c2ccc3nc(-c4n[nH]c5c(NS(C)(=O)=O)cccc45)[nH]c3c2)CC1. Reaction SMILES: [CH3:1][N:2]1[CH2:3][CH2:4][N:5]([c:8]2[cH:9][cH:10][c:11]3[c:12]([nH:13][c:14](-[c:16]4[n:17][nH:18][c:19]5[c:20]([NH2:25])[cH:21][cH:22][cH:23][c:24]45)[n:15]3)[cH:26]2)[CH2:6][CH2:7]1.[CH3:27][S:28]([Cl:29])(=[O:30])=[O:31].[CH:32]([N:33]([CH:34]([CH3:35])[CH3:36])[CH2:37][CH3:38])([CH3:39])[CH3:40].[Cl:41][CH2:42][Cl:43]>>[CH3:1][N:2]1[CH2:3][CH2:4][N:5]([c:8]2[cH:9][cH:10][c:11]3[c:12]([nH:13][c:14](-[c:16]4[n:17][nH:18][c:19]5[c:20]([NH:25][S:28]([CH3:27])(=[O:30])=[O:31])[cH:21][cH:22][cH:23][c:24]45)[n:15]3)[cH:26]2)[CH2:6][CH2:7]1. Reactants: [Cl-].[Al+3].[Cl-].[Cl-] (aluminum chloride), CC=1NC(NC1)=O (1,3-dihydro-4-methyl-2H-imidazol-2-one), Cl (hydrochloric acid), C1(=CC=CC=C1)CC(=O)Cl (phenylacetyl chloride). Run in ClCCl (dichloromethane). Yields the product CC=1NC(NC1C(CC1=CC=CC=C1)=O)=O (1,3-Dihydro-4-methyl-5-(2-phenylacetyl)-2H-imidazol-2-one). RXN SMILES: [Cl-].[Al+3].[Cl-].[Cl-].[CH3:5][C:6]1[NH:7][C:8](=[O:11])[NH:9][CH:10]=1.[C:12]1([CH2:18][C:19](Cl)=[O:20])[CH:17]=[CH:16][CH:15]=[CH:14][CH:13]=1.Cl>ClCCl>[CH3:5][C:6]1[NH:7][C:8](=[O:11])[NH:9][C:10]=1[C:19](=[O:20])[CH2:18][C:12]1[CH:17]=[CH:16][CH:15]=[CH:14][CH:13]=1 |f:0.1.2.3|. Procedure details: To 26.6 g (0.2 mole) of aluminum chloride in 250 ml of dichloromethane is added 9.8 g (0.1 mole) of 1,3-dihydro-4-methyl-2H-imidazol-2-one and, dropwise, 16.9 g (0.11 mole) of phenylacetyl chloride. The mixture is stirred and heated to reflux for 5 hours. The mixture is cooled and 200 ml of 2N-hydrochloric acid is added dropwise. The resulting precipitate is collected, washed with water, and recrystallized for 50% aqueous ethanol to give the title compound, m.p. 239°-240° C. Reactants: C(C)OC1=C(C(=N)N)C=CC=C1 (2-ethoxybenzamidine), [Na] (sodium), ice water, Cl (HCl), C(C)OC=C(C(=O)OCC)C(=O)OCC (diethyl ethoxymethylenemalonate). Run in C(C)O (ethanol), C(C)O (ethanol), C(C)O (ethanol). Yields the product O=C1C(=CN=C(N1)C1=C(C=CC=C1)OCC)C(=O)OCC (Ethyl 1,6-dihydro-6-oxo-2-(2-ethoxyphenyl)pyrimidine-5-carboxylate). RXN SMILES: [Na].[CH2:2]([O:4][C:5]1[CH:13]=[CH:12][CH:11]=[CH:10][C:6]=1[C:7]([NH2:9])=[NH:8])[CH3:3].C([O:16][CH:17]=[C:18]([C:24](OCC)=O)[C:19]([O:21][CH2:22][CH3:23])=[O:20])C.Cl>C(O)C>[O:16]=[C:17]1[NH:9][C:7]([C:6]2[CH:10]=[CH:11][CH:12]=[CH:13][C:5]=2[O:4][CH2:2][CH3:3])=[N:8][CH:24]=[C:18]1[C:19]([O:21][CH2:22][CH3:23])=[O:20] |^1:0|. Reported procedure: To a cooled solution of sodium (1.04 g., 0.045 g-atom) in 35 ml. of ethanol was added all at once 2-ethoxybenzamidine (7.4 g., 45 mmole). There was then added to this suspension over a 5 minute period a solution of diethyl ethoxymethylenemalonate (9.7 g., 45 mmole) in 20 ml. of ethanol whereupon a pale yellow precipitate soon formed. An additional 25 ml. of ethanol was added to the reaction mixture which was then heated under reflux for 21/4 hours. The cooled solution was poured into about 500 m... Reported procedure: The preparation is carried out starting from 1-[4-(5,5,8,8-tetramethyl-5,6,7,8-tetrahydronaphthalen-2-yl)thiazol-2-yl]piperidin-4-ylamine hydrobromide and (tertbutyldimethylsilanyloxy)acetaldehyde. The protecting group is cleaved off as already described by means of a 1M TBAF/THF solution. The product was purified by means of reversed-phase chromatography and converted into the hydrochloride. RXN SMILES: Br.[CH3:2][C:3]1([CH3:27])[CH2:12][CH2:11][C:10]([CH3:14])([CH3:13])[C:9]2[CH:8]=[C:7]([C:15]3[N:16]=[C:17]([N:20]4[CH2:25][CH2:24][CH:23]([NH2:26])[CH2:22][CH2:21]4)[S:18][CH:19]=3)[CH:6]=[CH:5][C:4]1=2.C([Si](C)(C)O[CH2:34][CH:35]=[O:36])(C)(C)C.CCCC[N+](CCCC)(CCCC)CCCC.[F-].C1C[O:60][CH2:59][CH2:58]1>>[OH:60][CH2:59][CH2:58][N:26]([CH:23]1[CH2:24][CH2:25][N:20]([C:17]2[S:18][CH:19]=[C:15]([C:7]3[CH:6]=[CH:5][C:4]4[C:3]([CH3:27])([CH3:2])[CH2:12][CH2:11][C:10]([CH3:13])([CH3:14])[C:9]=4[CH:8]=3)[N:16]=2)[CH2:21][CH2:22]1)[CH2:34][CH2:35][OH:36] |f:0.1,3.4.5|. Starting materials: Br.CC1(C=2C=CC(=CC2C(CC1)(C)C)C=1N=C(SC1)N1CCC(CC1)N)C (1-[4-(5,5,8,8-tetramethyl-5,6,7,8-tetrahydronaphthalen-2-yl)thiazol-2-yl]piperidin-4-ylamine hydrobromide), C(C)(C)(C)[Si](OCC=O)(C)C ((tertbutyldimethylsilanyloxy)acetaldehyde), CCCC[N+](CCCC)(CCCC)CCCC.[F-].C1CCOC1 (TBAF THF). Yields the product OCCN(CCO)C1CCN(CC1)C=1SC=C(N1)C1=CC=2C(CCC(C2C=C1)(C)C)(C)C (2-((2-Hydroxyethyl)-{1-[4-(5,5,8,8-tetramethyl-5,6,7,8-tetrahydronaphthalen-2-yl)thiazol-2-yl]piperidin-4-yl}amino)ethanol). RXN SMILES: [C:15](=[O:16])([O-:17])[O-:18].[CH3:1][I:2].[CH3:26][CH2:27][O:28][CH2:29][CH3:30].[K+:19].[K+:20].[O:21]=[CH:22][N:23]([CH3:24])[CH3:25].[c:3]1([C:9]2([C:12](=[O:13])[OH:14])[CH2:10][CH2:11]2)[cH:4][cH:5][cH:6][cH:7][cH:8]1>>[c:3]1([C:9]2([C:12](=[O:13])[O:14][CH3:15])[CH2:10][CH2:11]2)[cH:4][cH:5][cH:6][cH:7][cH:8]1. Starting materials: O=C([O-])[O-], CI, CCOCC, [K+], [K+], CN(C)C=O, O=C(O)C1(c2ccccc2)CC1. Product: COC(=O)C1(c2ccccc2)CC1.